From a dataset of the Open Reaction Database (ORD), a public repository of structured organic reaction records. describe an organic reaction: reactants, conditions, products, and yield Reactants: Cc1cnc(N2CCNCC2)c(C)n1, CC1COC(=O)N1c1ccc(C(=O)O)cc1, Cl. Product: Cc1cnc(N2CCN(C(=O)c3ccc(N4C(=O)OCC4C)cc3)CC2)c(C)n1. As a reaction SMILES: [CH3:18][c:19]1[c:20]([N:26]2[CH2:27][CH2:28][NH:29][CH2:30][CH2:31]2)[n:21][cH:22][c:23]([CH3:25])[n:24]1.[CH3:1][CH:2]1[N:3]([c:8]2[cH:9][cH:10][c:11]([C:12](=[O:13])[OH:14])[cH:15][cH:16]2)[C:4](=[O:7])[O:5][CH2:6]1.[ClH:17]>>[CH3:1][CH:2]1[N:3]([c:8]2[cH:9][cH:10][c:11]([C:12](=[O:14])[N:29]3[CH2:28][CH2:27][N:26]([c:20]4[c:19]([CH3:18])[n:24][c:23]([CH3:25])[cH:22][n:21]4)[CH2:31][CH2:30]3)[cH:15][cH:16]2)[C:4](=[O:7])[O:5][CH2:6]1. The reactants are C(#N)C1=CC(=C(C(=O)NCC[C@@H](C)N2CCC(CC2)N(C2=CC=CC=C2)CC=2C=NC=CC2C)C(=C1)C)C (4-cyano-2,6-dimethyl-N-((R)-3-{4-[(4-methyl-pyridin-3-ylmethyl)-phenyl-amino]-piperidin-1-yl}-butyl)-benzamide), [OH-].[Na+] (NaOH), CCO (EtOH). Reaction conditions: temperature 100 celsius, time 18 hour. The product is CC=1C=C(C(=O)O)C=C(C1C(=O)NCC[C@@H](C)N1CCC(CC1)N(C1=CC=CC=C1)CC=1C=NC=CC1C)C (3,5-dimethyl-N-((R)-3-{4-[(4-methyl-pyridin-3-ylmethyl)-phenyl-amino]-piperidin-1-yl}-butyl)-terephthalamic acid). Yield: 100.0%. Reaction SMILES: C(C1[CH:36]=[C:35]([CH3:37])[C:6]([C:7]([NH:9][CH2:10][CH2:11][C@H:12]([N:14]2[CH2:19][CH2:18][CH:17]([N:20]([CH2:27][C:28]3[CH:29]=[N:30][CH:31]=[CH:32][C:33]=3[CH3:34])[C:21]3[CH:26]=[CH:25][CH:24]=[CH:23][CH:22]=3)[CH2:16][CH2:15]2)[CH3:13])=[O:8])=[C:5]([CH3:38])[CH:4]=1)#N.[OH-:39].[Na+].[CH3:41][CH2:42][OH:43]>>[CH3:37][C:35]1[CH:36]=[C:41]([CH:4]=[C:5]([CH3:38])[C:6]=1[C:7]([NH:9][CH2:10][CH2:11][C@H:12]([N:14]1[CH2:19][CH2:18][CH:17]([N:20]([CH2:27][C:28]2[CH:29]=[N:30][CH:31]=[CH:32][C:33]=2[CH3:34])[C:21]2[CH:26]=[CH:25][CH:24]=[CH:23][CH:22]=2)[CH2:16][CH2:15]1)[CH3:13])=[O:8])[C:42]([OH:39])=[O:43] |f:1.2|. Reported procedure: To a solution of 4-cyano-2,6-dimethyl-N-((R)-3-{4-[(4-methyl-pyridin-3-ylmethyl)-phenyl-amino]-piperidin-1-yl}-butyl)-benzamide (0.21 g, 0.41 mmol) in EtOH (10 mL) was added 3N NaOH (5 mL) and the resulting colourless solution was stirred at 100° C. for 18 h. The EtOH was removed in vacuo and the pH adjusted to ˜5 before dry loading onto silica gel. Purification by column chromatography on silica gel (8:1:1, CH3CN/MeOH/NH4OH) afforded 3,5-dimethyl-N-((R)-3-{4-[(4-methyl-pyridin-3-ylmethyl)-pheny...